From a dataset of the Open Reaction Database (ORD), a public repository of structured organic reaction records. describe an organic reaction: reactants, conditions, products, and yield Starting materials: CCNCC, [Cu]I, Fc1ccc(Cc2ccc(I)s2)cc1, CN(C)C=O, C#CC(C)N(O)C(N)=O, c1ccc(P(c2ccccc2)c2ccccc2)cc1. The product is CC(C#Cc1ccc(Cc2ccc(F)cc2)s1)N(O)C(N)=O. RXN SMILES: [CH2:43]([NH:44][CH2:45][CH3:46])[CH3:47].[Cu:53][I:54].[I:1][c:2]1[s:3][c:4]([CH2:7][c:8]2[cH:9][cH:10][c:11]([F:14])[cH:12][cH:13]2)[cH:5][cH:6]1.[O:48]=[CH:49][N:50]([CH3:51])[CH3:52].[OH:15][N:16]([C:17](=[O:18])[NH2:19])[CH:20]([CH3:21])[C:22]#[CH:23].[c:24]1([P:25]([c:26]2[cH:27][cH:28][cH:29][cH:30][cH:31]2)[c:32]2[cH:33][cH:34][cH:35][cH:36][cH:37]2)[cH:38][cH:39][cH:40][cH:41][cH:42]1>>[c:2]1([C:23]#[C:22][CH:20]([N:16]([OH:15])[C:17](=[O:18])[NH2:19])[CH3:21])[s:3][c:4]([CH2:7][c:8]2[cH:9][cH:10][c:11]([F:14])[cH:12][cH:13]2)[cH:5][cH:6]1.